From a dataset of the Open Reaction Database (ORD), a public repository of structured organic reaction records. describe an organic reaction: reactants, conditions, products, and yield Reactants: diarylcarbinol, FC1=C(C(=CC(=C1)[N+](=O)[O-])F)C(C=1C=C2C(OC(C2=CC1)=O)(C)C)O (5-[(2,6-difluoro-4-nitrophenyl)-hydroxymethyl]-3,3-dimethyl-3H-isobenzofuran-1-one), N1N=CN=C1 (1,2,4 triazole), 3L. Solvent: ice. Run at time 20 hour. Yields the product FC1=C(C(=CC(=C1)[N+](=O)[O-])F)C(C=1C=C2C(OC(C2=CC1)=O)(C)C)N1N=CN=C1 (5-[(2,6-difluoro- 4-nitrophenyl)-[1,2,4]triazol-1-yl-methyl]-3,3-dimethyl-3H-isobenzofuran-1-one). The yield is 67.4%. RXN SMILES: [F:1][C:2]1[CH:7]=[C:6]([N+:8]([O-:10])=[O:9])[CH:5]=[C:4]([F:11])[C:3]=1[CH:12](O)[C:13]1[CH:14]=[C:15]2[C:19](=[CH:20][CH:21]=1)[C:18](=[O:22])[O:17][C:16]2([CH3:24])[CH3:23].[NH:26]1[CH:30]=[N:29][CH:28]=[N:27]1>>[F:1][C:2]1[CH:7]=[C:6]([N+:8]([O-:10])=[O:9])[CH:5]=[C:4]([F:11])[C:3]=1[CH:12]([N:26]1[CH:30]=[N:29][CH:28]=[N:27]1)[C:13]1[CH:14]=[C:15]2[C:19](=[CH:20][CH:21]=1)[C:18](=[O:22])[O:17][C:16]2([CH3:24])[CH3:23]. Procedure details: The diarylcarbinol (5-[(2,6-difluoro-4-nitrophenyl)-hydroxymethyl]-3,3-dimethyl-3H-isobenzofuran-1-one ((Formula I) as prepared in Example 1; 171.3 g, 0.49 moles) and 1,2,4 triazole (85.7 g, 1.24 moles) are charged into a 3L, 4-necked round bottom flask equipped with a mechanical stirrer and a nitrogen inlet. This rapidly stirred mixture is cooled in an ice bath and 680 mL of ice cold concentrated H2SO4 is added in one portion. After 20 min the ice bath is removed and the resultant solution is s...